This data is from the Open Reaction Database (ORD), a public repository of structured organic reaction records. The task is: describe an organic reaction: reactants, conditions, products, and yield Reactants: CCOC(=O)C=C(C)c1cc(Br)cc(Br)c1, CC(C)C[AlH]CC(C)C. The product is CC(=CCO)c1cc(Br)cc(Br)c1. As a reaction SMILES: [Br:1][c:2]1[cH:3][c:4]([C:9](=[CH:10][C:11](=[O:12])[O:13][CH2:14][CH3:15])[CH3:16])[cH:5][c:6]([Br:8])[cH:7]1.[CH3:17][CH:18]([CH2:19][AlH:20][CH2:21][CH:22]([CH3:23])[CH3:24])[CH3:25]>>[Br:1][c:2]1[cH:3][c:4]([C:9](=[CH:10][CH2:11][OH:12])[CH3:16])[cH:5][c:6]([Br:8])[cH:7]1. Starting materials: CN(CCN1CCC(CC1)N(C(=O)NC1=NC=NC(=C1)OC1=CC=C(C=C1)[N+](=O)[O-])C)C (1-[1-(2-dimethylaminoethyl)piperidin-4-yl]-1-methyl-3-[6-(4-nitrophenoxy)pyrimidin-4-yl]urea). The reagents and catalysts are [OH-].[Pd+2].[OH-].[C] (palladium hydroxide carbon). The solvent is O1CCCC1 (tetrahydrofuran). Reaction conditions: time 10.5 hour. Product: crude product, NC1=CC=C(OC2=CC(=NC=N2)NC(N(C)C2CCN(CC2)CCN(C)C)=O)C=C1 (3-[6-(4-Aminophenoxy)pyrimidin-4-yl]-1-[1-(2-dimethylaminoethyl)piperidin-4-yl]-1-methylurea). Isolated yield 99.9%. Reaction SMILES: [CH3:1][N:2]([CH3:32])[CH2:3][CH2:4][N:5]1[CH2:10][CH2:9][CH:8]([N:11]([CH3:31])[C:12]([NH:14][C:15]2[CH:20]=[C:19]([O:21][C:22]3[CH:27]=[CH:26][C:25]([N+:28]([O-])=O)=[CH:24][CH:23]=3)[N:18]=[CH:17][N:16]=2)=[O:13])[CH2:7][CH2:6]1>O1CCCC1.[OH-].[Pd+2].[OH-].[C]>[NH2:28][C:25]1[CH:26]=[CH:27][C:22]([O:21][C:19]2[N:18]=[CH:17][N:16]=[C:15]([NH:14][C:12](=[O:13])[N:11]([CH:8]3[CH2:9][CH2:10][N:5]([CH2:4][CH2:3][N:2]([CH3:1])[CH3:32])[CH2:6][CH2:7]3)[CH3:31])[CH:20]=2)=[CH:23][CH:24]=1 |f:2.3.4.5|. Reported procedure: After adding 20% palladium hydroxide-carbon (51.8 mg) to a solution of 1-[1-(2-dimethylaminoethyl)piperidin-4-yl]-1-methyl-3-[6-(4-nitrophenoxy)pyrimidin-4-yl]urea (131 mg) in tetrahydrofuran (10.0 ml), the mixture was stirred for 10.5 hours at room temperature under a hydrogen atmosphere. The catalyst was filtered and the then washed with methanol. The filtrate was concentrated to provide a crude product of the title compound (122 mg) as a yellow oil. The reactants are CSC1=CC=C(C=C1)C(C(=O)C=1C=NC(=CC1)C)C#N (3-[2-(4-(methylthio)phenyl)-2-cyanoacetyl](6-methyl)pyridine), Cl (hydrochloric acid), N (ammonia). Solvent: C(C)(=O)O (acetic acid). The product is CSC1=CC=C(C=C1)CC(=O)C=1C=NC(=CC1)C (3-[2-(4-(methylthio)phenyl)acetyl]-(6-methyl)pyridine). As a reaction SMILES: [CH3:1][S:2][C:3]1[CH:8]=[CH:7][C:6]([CH:9](C#N)[C:10]([C:12]2[CH:13]=[N:14][C:15]([CH3:18])=[CH:16][CH:17]=2)=[O:11])=[CH:5][CH:4]=1.Cl.N>C(O)(=O)C>[CH3:1][S:2][C:3]1[CH:4]=[CH:5][C:6]([CH2:9][C:10]([C:12]2[CH:13]=[N:14][C:15]([CH3:18])=[CH:16][CH:17]=2)=[O:11])=[CH:7][CH:8]=1. Reported procedure: A mixture of 8.0 g (28 mmol) of 3-[2-(4-(methylthio)phenyl)-2-cyanoacetyl](6-methyl)pyridine, 20 ml of acetic acid and 60 ml of concentrated hydrochloric acid was heated at 95° C. to 100° C. for 1.5 h. The orange solution was cooled and adjusted to pH 10 using concentrated ammonia solution. The resulting yellow-beige suspension was filtered and the residue was washed with water and dried. This gave 5.35 g (74%) of the title product in the form of a yellow solid. Reactants: S(O)(O)(=O)=O (sulfuric acid), CC=1C(C2=CC=CC=C2C(C1)=O)=O (2-methyl-1,4 naphthoquinone), C(CO)O (ethylene glycol). The reagents and catalysts are [Zn] (zinc). Solvent: C1(=CC=CC=C1)C (toluene). Reaction conditions: temperature 100 celsius, time 5 hour. Product: OCCOC1=CC(=C(C2=CC=CC=C12)O)C (4-(2'-hydroxyethoxy)-2-methyl-1-hydroxynaphthalene). The yield is 70.0%. Reaction SMILES: S(=O)(=O)(O)O.[CH3:6][C:7]1[C:8](=[O:18])[C:9]2[C:14]([C:15](=[O:17])[CH:16]=1)=[CH:13][CH:12]=[CH:11][CH:10]=2.[CH2:19](O)[CH2:20][OH:21]>[Zn].C1(C)C=CC=CC=1>[OH:21][CH2:20][CH2:19][O:17][C:15]1[C:14]2[C:9](=[CH:10][CH:11]=[CH:12][CH:13]=2)[C:8]([OH:18])=[C:7]([CH3:6])[CH:16]=1. Reported procedure: 4.9g of concentrated sulfuric acid were added dropwise, with stirring, to a mixture of 4.75 g (27.6 mmole) 2-methyl-1,4 naphthoquinone, 2.71 g (41.4 mmole) of zinc powder, 15 mL of ethylene glycol and 15 mL of toluene in an ice bath. After the addition was complete, the reaction mixture was stirred for 5 hours at 100° C. The reaction product was extracted with ethyl acetate, washed with water, brine, dried over sodium sulfate, filtered, then evaporated under reduced pressure to give 4.21 g (70% ...